describe an organic reaction: reactants, conditions, products, and yield From a dataset of the Open Reaction Database (ORD), a public repository of structured organic reaction records. The reactants are FC(C(=O)O)(F)F.ClC1=NC(=CC(=C1)C(=O)N(C)C)C (2-chloro-N,N,6-trimethylpyridine-4-carboxamide trifluoroacetate), C([O-])([O-])=O.[Cs+].[Cs+] (cesium carbonate), C(C1=CC=CC=C1)(C1=CC=CC=C1)=N (benzophenone imine), CC1(C2=C(C(=CC=C2)P(C3=CC=CC=C3)C4=CC=CC=C4)OC5=C(C=CC=C51)P(C6=CC=CC=C6)C7=CC=CC=C7)C (Xantphos). Reagents/catalysts: C=1C=CC(=CC1)/C=C/C(=O)/C=C/C2=CC=CC=C2.C=1C=CC(=CC1)/C=C/C(=O)/C=C/C2=CC=CC=C2.C=1C=CC(=CC1)/C=C/C(=O)/C=C/C2=CC=CC=C2.[Pd].[Pd] (Pd2(dba)3). Run in O1CCOCC1 (Dioxane). Conditions: temperature 80 celsius. Product: C1(=CC=CC=C1)C(C1=CC=CC=C1)=NC1=NC(=CC(=C1)C(=O)N(C)C)C (2-[(diphenylmethylidene)amino]-N,N,6-trimethylpyridine-4-carboxamide). RXN SMILES: FC(F)(F)C(O)=O.Cl[C:9]1[CH:14]=[C:13]([C:15]([N:17]([CH3:19])[CH3:18])=[O:16])[CH:12]=[C:11]([CH3:20])[N:10]=1.C(=O)([O-])[O-].[Cs+].[Cs+].[C:27](=[NH:40])([C:34]1[CH:39]=[CH:38][CH:37]=[CH:36][CH:35]=1)[C:28]1[CH:33]=[CH:32][CH:31]=[CH:30][CH:29]=1.CC1(C)C2C(=C(P(C3C=CC=CC=3)C3C=CC=CC=3)C=CC=2)OC2C(P(C3C=CC=CC=3)C3C=CC=CC=3)=CC=CC1=2>C1C=CC(/C=C/C(/C=C/C2C=CC=CC=2)=O)=CC=1.C1C=CC(/C=C/C(/C=C/C2C=CC=CC=2)=O)=CC=1.C1C=CC(/C=C/C(/C=C/C2C=CC=CC=2)=O)=CC=1.[Pd].[Pd].O1CCOCC1>[C:28]1([C:27](=[N:40][C:9]2[CH:14]=[C:13]([C:15]([N:17]([CH3:19])[CH3:18])=[O:16])[CH:12]=[C:11]([CH3:20])[N:10]=2)[C:34]2[CH:35]=[CH:36][CH:37]=[CH:38][CH:39]=2)[CH:33]=[CH:32][CH:31]=[CH:30][CH:29]=1 |f:0.1,2.3.4,7.8.9.10.11|. Reported procedure: Dioxane (2.7 mL), 2-chloro-N,N,6-trimethylpyridine-4-carboxamide trifluoroacetate (250 mg, 0.80 mmol), and cesium carbonate (782 mg, 2.40 mmol) were added to benzophenone imine (0.134 mL, 0.80 mmol) in a scintillation vial. The vial was purged and flushed with argon 3 times before adding Xantphos (69 mg, 0.12 mmol) and Pd2(dba)3 (73 mg, 0.080 mmol). The vial was purged and flushed with argon 3 times before sealing the system and heating to 80° C. for 10 hours. The reaction mixture was cooled to ...